This data is from the Open Reaction Database (ORD), a public repository of structured organic reaction records. The task is: describe an organic reaction: reactants, conditions, products, and yield The reactants are C(C)C(CO)CCCC (2-ethylhexanol), S(O)(O)(=O)=O (sulfuric acid), NC1=C(C(=NC(=C1)Cl)C(=O)O)Cl (4-amino-3,6-dichloro-pyridine-2-carboxylic acid). The product is NC1=C(C(=NC(=C1)Cl)C(=O)OCC(CCCC)CC)Cl (2-ethylhexyl 4-amino-3,6-dichloropyridine-2-carboxylate). RXN SMILES: [CH2:1]([CH:3]([CH2:6][CH2:7][CH2:8][CH3:9])[CH2:4][OH:5])[CH3:2].S(=O)(=O)(O)O.[NH2:15][C:16]1[CH:21]=[C:20]([Cl:22])[N:19]=[C:18]([C:23](O)=[O:24])[C:17]=1[Cl:26]>O>[NH2:15][C:16]1[CH:21]=[C:20]([Cl:22])[N:19]=[C:18]([C:23]([O:5][CH2:4][CH:3]([CH2:1][CH3:2])[CH2:6][CH2:7][CH2:8][CH3:9])=[O:24])[C:17]=1[Cl:26]. Procedure: To a solution of 2-ethylhexanol (10 mL) and sulfuric acid (1 mL) was added 4-amino-3,6-dichloro-pyridine-2-carboxylic acid (0.0097 mol, 2.0 g). After heating the reaction to reflux overnight, the reaction mixture was cooled, poured into water (75 mL), and extracted with ethyl acetate (75 mL). The organic phase was washed with sodium bicarbonate (75 mL), dried (Na2SO4), and concentrated. The resulting solid was recrystallized out of dichloromethane and hexane and filtered to give 2-ethylhexyl 4-a... The solvent is O (water).